Dataset: the Open Reaction Database (ORD), a public repository of structured organic reaction records. Task: describe an organic reaction: reactants, conditions, products, and yield Reactants: BrC1=CC2=C(C=3N(CCO2)C=C(N3)C3=NC=NN3C(C)C)C=C1 (9-bromo-2-(1-isopropyl-1H-1,2,4-triazol-5-yl)-5,6-dihydrobenzo[f]imidazo[1,2-d][1,4]oxazepine), C(C)N(CCN1N=CC(=C1)B1OC(C(O1)(C)C)(C)C)CC (N,N-diethyl-2-(4-(4,4,5,5-tetramethyl-1,3,2-dioxaborolan-2-yl)-1H-pyrazol-1-yl)ethanamine), C([O-])([O-])=O.[K+].[K+] (potassium carbonate), C(C)#N (acetonitrile), 1,1-bis(diphenylphosphino)ferrocenepalladium(II) chloride. Run in C(C)(=O)OCC (ethyl acetate), O (water), O (water). Reaction conditions: time 10 minute. Yields the product C(C)N(CCN1N=CC(=C1)C1=CC2=C(C=3N(CCO2)C=C(N3)C3=NC=NN3C(C)C)C=C1)CC (N,N-diethyl-2-(4-(2-(1-isopropyl-1H-1,2,4-triazol-5-yl)-5,6-dihydrobenzo[f]imidazo[1,2-d][1,4]oxazepin-9-yl)-1H-pyrazol-1-yl)ethanamine). Isolated yield 32.8%. RXN SMILES: Br[C:2]1[CH:23]=[CH:22][C:5]2[C:6]3[N:7]([CH:11]=[C:12]([C:14]4[N:18]([CH:19]([CH3:21])[CH3:20])[N:17]=[CH:16][N:15]=4)[N:13]=3)[CH2:8][CH2:9][O:10][C:4]=2[CH:3]=1.[CH2:24]([N:26]([CH2:43][CH3:44])[CH2:27][CH2:28][N:29]1[CH:33]=[C:32](B2OC(C)(C)C(C)(C)O2)[CH:31]=[N:30]1)[CH3:25].C(=O)([O-])[O-].[K+].[K+].C(#N)C>C(OCC)(=O)C.O>[CH2:43]([N:26]([CH2:24][CH3:25])[CH2:27][CH2:28][N:29]1[CH:33]=[C:32]([C:2]2[CH:23]=[CH:22][C:5]3[C:6]4[N:7]([CH:11]=[C:12]([C:14]5[N:18]([CH:19]([CH3:21])[CH3:20])[N:17]=[CH:16][N:15]=5)[N:13]=4)[CH2:8][CH2:9][O:10][C:4]=3[CH:3]=2)[CH:31]=[N:30]1)[CH3:44] |f:2.3.4|. Procedure: A 5 mL microwave vial was charged with 9-bromo-2-(1-isopropyl-1H-1,2,4-triazol-5-yl)-5,6-dihydrobenzo[f]imidazo[1,2-d][1,4]oxazepine (347 mg, 0.928 mmol), N,N-diethyl-2-(4-(4,4,5,5-tetramethyl-1,3,2-dioxaborolan-2-yl)-1H-pyrazol-1-yl)ethanamine (340 mg, 1.16 mmol), 2 M potassium carbonate in water (0.9 mL, 2 mmol), and acetonitrile (1.52 g, 37.1 mmol) and 1,1-bis(diphenylphosphino)ferrocenepalladium(II) chloride (45.4 mg, 0.056 mmol) was added prior to sealing the vial. The reaction was placed o... Starting materials: [N+](=O)([O-])C1=CC=C(C=C1)NC(OCC)=O (ethyl N-(4-nitrophenyl)carbamate), NCC=1C=NC=CC1 (3-aminomethyl-pyridine), C(CCC)N(CCCC)CCCC (tributylamine). Solvent: C1(=CC=CC=C1)C (toluene). Reaction conditions: time 5 hour. Product: [N+](=O)([O-])C1=CC=C(C=C1)NC(=O)NCC=1C=NC=CC1 (N-(4-nitrophenyl)-N'-(3-pyridylmethyl)-urea). Isolated yield 95.2%. As a reaction SMILES: [N+:1]([C:4]1[CH:9]=[CH:8][C:7]([NH:10][C:11](=[O:15])OCC)=[CH:6][CH:5]=1)([O-:3])=[O:2].[NH2:16][CH2:17][C:18]1[CH:19]=[N:20][CH:21]=[CH:22][CH:23]=1.C(N(CCCC)CCCC)CCC>C1(C)C=CC=CC=1>[N+:1]([C:4]1[CH:5]=[CH:6][C:7]([NH:10][C:11]([NH:16][CH2:17][C:18]2[CH:19]=[N:20][CH:21]=[CH:22][CH:23]=2)=[O:15])=[CH:8][CH:9]=1)([O-:3])=[O:2]. Procedure: 4.22 g (0.02 mole) of ethyl N-(4-nitrophenyl)carbamate, 1.80 g (0.0167 mole) of 3-aminomethyl-pyridine and 3.18 g (0.0173 mole) of tributylamine are dissolved in 25 ml of dry toluene, and the mixture is boiled for 5 hours. The separated product is filtered off, washed twice with 10 ml of acetone, each, and dried. 4.33 g (85.1%) of N-(4-nitrophenyl)-N'-(3-pyridylmethyl)-urea are obtained; m.p.: 222°-224° C. (the authentic sample melts at 223°-225° C.). The reactants are [BH4-], COC(=O)C(=CC1CCCCC1)c1ccc(S(C)(=O)=O)cc1, CO, [Na+], Cl[Ni]Cl, O, O, O, O, O, O. The product is COC(=O)C(CC1CCCCC1)c1ccc(S(C)(=O)=O)cc1. As a reaction SMILES: [BH4-:23].[CH3:1][O:2][C:3]([C:4](=[CH:5][CH:6]1[CH2:7][CH2:8][CH2:9][CH2:10][CH2:11]1)[c:12]1[cH:13][cH:14][c:15]([S:18](=[O:19])(=[O:20])[CH3:21])[cH:16][cH:17]1)=[O:22].[CH3:25][OH:26].[Na+:24].[Ni:33]([Cl:34])[Cl:35].[OH2:27].[OH2:28].[OH2:29].[OH2:30].[OH2:31].[OH2:32]>>[CH3:1][O:2][C:3]([CH:4]([CH2:5][CH:6]1[CH2:7][CH2:8][CH2:9][CH2:10][CH2:11]1)[c:12]1[cH:13][cH:14][c:15]([S:18](=[O:19])(=[O:20])[CH3:21])[cH:16][cH:17]1)=[O:22]. Starting materials: [Al+3], CCOCC, N#CCOc1cc(F)ccc1F, [H-], [H-], [H-], [H-], [Li+], [Na+], C1CCOC1, [OH-], O. Product: NCCOc1cc(F)ccc1F. As a reaction SMILES: [Al+3:14].[CH3:27][CH2:28][O:29][CH2:30][CH3:31].[F:1][c:2]1[c:3]([O:4][CH2:5][C:6]#[N:7])[cH:8][c:9]([F:12])[cH:10][cH:11]1.[H-:13].[H-:16].[H-:17].[H-:18].[Li+:15].[Na+:21].[O:22]1[CH2:23][CH2:24][CH2:25][CH2:26]1.[OH-:20].[OH2:19]>>[F:1][c:2]1[c:3]([O:4][CH2:5][CH2:6][NH2:7])[cH:8][c:9]([F:12])[cH:10][cH:11]1.